This data is from the Open Reaction Database (ORD), a public repository of structured organic reaction records. The task is: describe an organic reaction: reactants, conditions, products, and yield The reactants are C(C1=CC=CC=C1)(C1=CC=CC=C1)SC1=NN=NN1CC#C (5-benzhydrylthio-1-(2-propynyl)-1H-tetrazole), C1(=CC=CC=C1)OC (anisole), FC(C(=O)O)(F)F (trifluoroacetic acid). Reaction conditions: temperature 20 celsius, time 30 minute. Yields the product C(C#C)N1N=NN=C1S (1-(2-propynyl)-1H-tetrazole-5-thiol). Isolated yield 59.3%. Reaction SMILES: C([S:14][C:15]1[N:19]([CH2:20][C:21]#[CH:22])[N:18]=[N:17][N:16]=1)(C1C=CC=CC=1)C1C=CC=CC=1.C1(OC)C=CC=CC=1.FC(F)(F)C(O)=O>>[CH2:20]([N:19]1[C:15]([SH:14])=[N:16][N:17]=[N:18]1)[C:21]#[CH:22]. Reported procedure: A mixture of 5-benzhydrylthio-1-(2-propynyl)-1H-tetrazole (0.35 g), anisole (0.6 g) and trifluoroacetic acid (3.4 ml) was stirred for 30 minutes at 20° C. and then allowed to stand for 45 minutes. The reaction mixture was filtered and the filter cake was washed with isopropyl ether. The filtrate and the washing were combined and evaporated under reduced pressure. After the addition of the residue to a saturated aqueous solution of sodium bicarbonate precooled to 10° C., the resulting mixture was... RXN SMILES: [C:1]([CH3:2])([CH3:3])([CH3:4])[N:5]([CH2:6][CH:7]([CH3:8])[OH:9])[CH2:10][CH:11]([CH3:12])[OH:13].[c:14]1([CH:15]=[CH:16][C:17](=[O:18])[CH3:19])[cH:20][cH:21][cH:22][cH:23][cH:24]1>>[C:1]([CH3:2])([CH3:3])([CH3:4])[N:5]1[CH:6]=[C:7]([CH3:8])[O:13][CH:11]([CH3:12])[CH2:10]1. Starting materials: CC(O)CN(CC(C)O)C(C)(C)C, CC(=O)C=Cc1ccccc1. Yields the product CC1=CN(C(C)(C)C)CC(C)O1. Reactants: C, O=C(Nc1cc(C=Cc2ccccc2)ccc1C(=O)O)c1ccccc1, CO, CCOC(C)=O, [Pd]. Yields the product O=C(Nc1cc(CCc2ccccc2)ccc1C(=O)O)c1ccccc1. As a reaction SMILES: [C:29].[C:3]([c:4]1[cH:5][cH:6][cH:7][cH:8][cH:9]1)(=[O:10])[NH:11][c:12]1[c:13]([C:14](=[O:15])[OH:16])[cH:17][cH:18][c:19]([CH:21]=[CH:22][c:23]2[cH:24][cH:25][cH:26][cH:27][cH:28]2)[cH:20]1.[CH3:1][OH:2].[CH3:31][CH2:32][O:33][C:34](=[O:35])[CH3:36].[Pd:30]>>[C:3]([c:4]1[cH:5][cH:6][cH:7][cH:8][cH:9]1)(=[O:10])[NH:11][c:12]1[c:13]([C:14](=[O:15])[OH:16])[cH:17][cH:18][c:19]([CH2:21][CH2:22][c:23]2[cH:24][cH:25][cH:26][cH:27][cH:28]2)[cH:20]1. Reactants: ClC1=CC=C(C(=N1)OC)C(O)C1=CC=C(C=C1)CC (6-chloro-2-methoxypyridin-3-yl 4-ethylphenyl methanol), 1,1,1-triacetoxy-1,1-dihydro-1,2-benziodoxol-3-(1H)-on, C([O-])(O)=O.[Na+] (sodium bicarbonate), S(=S)(=O)([O-])[O-].[Na+].[Na+] (sodium thiosulfate). Solvent: ClCCl (dichloromethane). Run at time 20 minute. The product is C(C)C1=CC=C(C=C1)C(=O)C=1C(=NC(=CC1)Cl)OC (6-chloro-2-methoxypyridin-3-yl 4-ethylphenyl ketone). Isolated yield 79.1%. Reaction SMILES: [Cl:1][C:2]1[N:7]=[C:6]([O:8][CH3:9])[C:5]([CH:10]([C:12]2[CH:17]=[CH:16][C:15]([CH2:18][CH3:19])=[CH:14][CH:13]=2)[OH:11])=[CH:4][CH:3]=1.C(=O)(O)[O-].[Na+].S([O-])([O-])(=O)=S.[Na+].[Na+]>ClCCl>[CH2:18]([C:15]1[CH:14]=[CH:13][C:12]([C:10]([C:5]2[C:6]([O:8][CH3:9])=[N:7][C:2]([Cl:1])=[CH:3][CH:4]=2)=[O:11])=[CH:17][CH:16]=1)[CH3:19] |f:1.2,3.4.5|. Procedure details: To a solution of tert-butyllithium (1.5 mol/L solution in hexane, 55 mL) in tetrahydrofuran (150 mL) was added 2-chloro-6-methoxypyridine (8.9 mL) at −78° C., and the mixture was stirred for 1 hour. After N,N-dimethylformamide (7.6 mL) was added to the reaction mixture, the resulting mixture was stirred for additionally 1.5 hours. To the reaction mixture was added acetic acid (8.6 mL), and the temperature was raised to room temperature. After saturated aqueous sodium bicarbonate solution was add... Reactants: C(O)([O-])=O.[Na+] (sodium hydrogen carbonate), 12.5, ClCCN(C1=CC=C(C=C1)OC)CCCl (N,N-bis(2-chloroethyl)-4-methoxybenzenamine), N1(N=CC=C1)C1=CC=C(C=C1)N (4-(1H-pyrazol-1-yl)benzenamine), [I-].[K+] (potassium iodide). Run in O (water), CC(C)=O (2-propanone). Yields the product COC1=CC=C(C=C1)N1CCN(CC1)C1=CC=C(C=C1)N1N=CC=C1 (1-(4-methoxyphenyl)-4-[4-(1H-pyrazol-1-yl)phenyl]piperazine). Reaction SMILES: Cl[CH2:2][CH2:3][N:4]([CH2:13][CH2:14]Cl)[C:5]1[CH:10]=[CH:9][C:8]([O:11][CH3:12])=[CH:7][CH:6]=1.[N:16]1([C:21]2[CH:26]=[CH:25][C:24]([NH2:27])=[CH:23][CH:22]=2)[CH:20]=[CH:19][CH:18]=[N:17]1.[I-].[K+].C(=O)([O-])O.[Na+]>O.CC(=O)C>[CH3:12][O:11][C:8]1[CH:9]=[CH:10][C:5]([N:4]2[CH2:13][CH2:14][N:27]([C:24]3[CH:23]=[CH:22][C:21]([N:16]4[CH:20]=[CH:19][CH:18]=[N:17]4)=[CH:26][CH:25]=3)[CH2:2][CH2:3]2)=[CH:6][CH:7]=1 |f:2.3,4.5|. Reported procedure: A mixture of 12.5 parts of N,N-bis(2-chloroethyl)-4-methoxybenzenamine, 8 parts of 4-(1H-pyrazol-1-yl)benzenamine, 2 parts of potassium iodide, 80 parts of 2-propanone and 100 parts of water is stirred and refluxed for 24 hours. The reaction mixture is cooled. The precipitated product is filtered off (the filtrate is set aside), washed with water and with 2-propanone, yielding a first crude fraction of 6 parts. The filtrate (see above) is neutralized with a sodium hydrogen carbonate solution and... The reactants are CCO, CCOC(C)=O, C=Cc1cc(OC)c2ccn(-c3ccc(OC)c(F)c3)c2c1. The product is CCc1cc(OC)c2ccn(-c3ccc(OC)c(F)c3)c2c1. As a reaction SMILES: [CH3:23][CH2:24][OH:25].[CH3:26][CH2:27][O:28][C:29](=[O:30])[CH3:31].[CH:1](=[CH2:2])[c:3]1[cH:4][c:5]([O:21][CH3:22])[c:6]2[cH:7][cH:8][n:9](-[c:12]3[cH:13][c:14]([F:20])[c:15]([O:18][CH3:19])[cH:16][cH:17]3)[c:10]2[cH:11]1>>[CH2:1]([CH3:2])[c:3]1[cH:4][c:5]([O:21][CH3:22])[c:6]2[cH:7][cH:8][n:9](-[c:12]3[cH:13][c:14]([F:20])[c:15]([O:18][CH3:19])[cH:16][cH:17]3)[c:10]2[cH:11]1.